The task is: describe an organic reaction: reactants, conditions, products, and yield. This data is from the Open Reaction Database (ORD), a public repository of structured organic reaction records. Reactants: N[C@H](CC(C)C)C(=O)O (D-leucine), C(C1=CC=CC=C1)O (benzyl alcohol). Run at temperature 55 celsius, time 1 hour. Yields the product C(C1=CC=CC=C1)OC([C@H](N)CC(C)C)=O (D-Leucine benzyl ester). As a reaction SMILES: [NH2:1][C@@H:2]([C:7]([OH:9])=[O:8])[CH2:3][CH:4]([CH3:6])[CH3:5].[CH2:10](O)[C:11]1[CH:16]=[CH:15][CH:14]=[CH:13][CH:12]=1>>[CH2:10]([O:8][C:7](=[O:9])[C@@H:2]([CH2:3][CH:4]([CH3:6])[CH3:5])[NH2:1])[C:11]1[CH:16]=[CH:15][CH:14]=[CH:13][CH:12]=1. Procedure details: D-leucine (10 g, 76.23 mmol) is suspended in benzyl alcohol (157 mL) and warmed to 55° C. HCl gas is bubbled through the mixture and the reaction becomes quite viscous. 150 mL of benzene is then added with vigorous stirring. After 30 minutes of bubbling gas through with heating the mixture begins to thin and stirring is achieved more easily. The reaction stirs further at 55° C. for one hour until the solution becomes homogeneous. Flow of HCl is ceased and the reaction is closed off and allowed t... Reactants: Cc1cc2occc2c(N2CCN(CCC3CCC(N)CC3)CC2)n1, Cl, Cl, Cl, O=C(O)CC1CCOCC1. Yields the product Cc1cc2occc2c(N2CCN(CCC3CCC(NC(=O)CC4CCOCC4)CC3)CC2)n1. RXN SMILES: [CH3:4][c:5]1[cH:6][c:7]2[c:8]([c:9]([N:11]3[CH2:12][CH2:13][N:14]([CH2:17][CH2:18][CH:19]4[CH2:20][CH2:21][CH:22]([NH2:25])[CH2:23][CH2:24]4)[CH2:15][CH2:16]3)[n:10]1)[cH:26][cH:27][o:28]2.[ClH:1].[ClH:2].[ClH:3].[O:29]1[CH2:30][CH2:31][CH:32]([CH2:35][C:36](=[O:37])[OH:38])[CH2:33][CH2:34]1>>[CH3:4][c:5]1[cH:6][c:7]2[c:8]([c:9]([N:11]3[CH2:12][CH2:13][N:14]([CH2:17][CH2:18][CH:19]4[CH2:20][CH2:21][CH:22]([NH:25][C:36]([CH2:35][CH:32]5[CH2:31][CH2:30][O:29][CH2:34][CH2:33]5)=[O:37])[CH2:23][CH2:24]4)[CH2:15][CH2:16]3)[n:10]1)[cH:26][cH:27][o:28]2. The reactants are CCN=C=NCCCN(C)C.Cl (N-(3-dimethylaminopropyl)-N-ethylcarbodiimide hydrochloride), FC=1C=C(C(=CC1)N)N[C@@H]1C[C@@H](C1)OC (4-fluoro-N2-(cis-3-methoxycyclobutyl)benzene-1,2-diamine), C(C)(C)(C)OC(=O)N[C@H](C(=O)O)C ((S)-2-tertbutoxycarbonylaminopropionic acid), C1=CC2=C(N=C1)N(N=N2)O (HOAt). Run in C(Cl)Cl (DCM). Reaction conditions: temperature 0 celsius, time 1 hour. The product is C(C)(C)(C)OC(N[C@@H](C)C1=NC2=C(N1[C@@H]1C[C@@H](C1)OC)C=C(C=C2)F)=O ({(S)-1-[6-Fluoro-1-(cis-3-methoxycyclobutyl)1Hbenzoimidazol-2-yl]ethyl}carbamic acid tert-butyl ester). The yield is 59.8%. RXN SMILES: [F:1][C:2]1[CH:3]=[C:4]([NH:9][C@H:10]2[CH2:13][C@@H:12]([O:14][CH3:15])[CH2:11]2)[C:5]([NH2:8])=[CH:6][CH:7]=1.[C:16]([O:20][C:21]([NH:23][C@@H:24]([CH3:28])[C:25](O)=O)=[O:22])([CH3:19])([CH3:18])[CH3:17].C1C=NC2N(O)N=NC=2C=1.CCN=C=NCCCN(C)C.Cl>C(Cl)Cl>[C:16]([O:20][C:21](=[O:22])[NH:23][C@H:24]([C:25]1[N:9]([C@H:10]2[CH2:11][C@@H:12]([O:14][CH3:15])[CH2:13]2)[C:4]2[CH:3]=[C:2]([F:1])[CH:7]=[CH:6][C:5]=2[N:8]=1)[CH3:28])([CH3:19])([CH3:18])[CH3:17] |f:3.4|. Procedure details: A mixture of 4-fluoro-N2-(cis-3-methoxycyclobutyl)benzene-1,2-diamine (0.34 g, 1.6 mmol), (S)-2-tertbutoxycarbonylaminopropionic acid (0.33 g, 1.8 mmol) and HOAt (0.24 g, 1.8 mmol) in DCM (8 mL) was cooled to 0° C. under a nitrogen atmosphere. To this mixture was added N-(3-dimethylaminopropyl)-N-ethylcarbodiimide hydrochloride (0.35 g, 1.8 mmol) portion wise and the mixture stirred at RT for 1 h. The reaction mixture allowed to warm to RT then partitioned between DCM (30 mL) and saturated aqueo... Reactants: ClC(Cl)(Cl)Cl, OCc1cccc2c3c(sc12)C1(OCC3)OC(COCc2ccccc2)C(OCc2ccccc2)C(OCc2ccccc2)C1OCc1ccccc1, ClCCl, c1ccc(P(c2ccccc2)c2ccccc2)cc1. Yields the product ClCc1cccc2c3c(sc12)C1(OCC3)OC(COCc2ccccc2)C(OCc2ccccc2)C(OCc2ccccc2)C1OCc1ccccc1. As a reaction SMILES: [C:54]([Cl:55])([Cl:56])([Cl:57])[Cl:58].[CH2:1]([c:2]1[cH:3][cH:4][cH:5][cH:6][cH:7]1)[O:8][CH:9]1[CH:10]([O:46][CH2:47][c:48]2[cH:49][cH:50][cH:51][cH:52][cH:53]2)[CH:11]([O:38][CH2:39][c:40]2[cH:41][cH:42][cH:43][cH:44][cH:45]2)[CH:12]([CH2:29][O:30][CH2:31][c:32]2[cH:33][cH:34][cH:35][cH:36][cH:37]2)[O:13][C:14]12[O:15][CH2:16][CH2:17][c:18]1[c:19]3[cH:20][cH:21][cH:22][c:23]([CH2:27][OH:28])[c:24]3[s:25][c:26]12.[Cl:78][CH2:79][Cl:80].[c:59]1([P:60]([c:61]2[cH:62][cH:63][cH:64][cH:65][cH:66]2)[c:67]2[cH:68][cH:69][cH:70][cH:71][cH:72]2)[cH:73][cH:74][cH:75][cH:76][cH:77]1>>[CH2:1]([c:2]1[cH:3][cH:4][cH:5][cH:6][cH:7]1)[O:8][CH:9]1[CH:10]([O:46][CH2:47][c:48]2[cH:49][cH:50][cH:51][cH:52][cH:53]2)[CH:11]([O:38][CH2:39][c:40]2[cH:41][cH:42][cH:43][cH:44][cH:45]2)[CH:12]([CH2:29][O:30][CH2:31][c:32]2[cH:33][cH:34][cH:35][cH:36][cH:37]2)[O:13][C:14]12[O:15][CH2:16][CH2:17][c:18]1[c:19]3[cH:20][cH:21][cH:22][c:23]([CH2:27][Cl:55])[c:24]3[s:25][c:26]12.